This data is from the Open Reaction Database (ORD), a public repository of structured organic reaction records. The task is: describe an organic reaction: reactants, conditions, products, and yield Starting materials: CC(C)=CC(=O)Cl, ClC(Cl)Cl, CCCCCC(C(=O)OCC)c1ccc(N)cc1, O. Yields the product CCCCCC(C(=O)OCC)c1ccc(NC(=O)C=C(C)C)cc1. RXN SMILES: [CH3:19][C:20](=[CH:21][C:22](=[O:23])[Cl:24])[CH3:25].[CH:27]([Cl:28])([Cl:29])[Cl:30].[NH2:1][c:2]1[cH:3][cH:4][c:5]([CH:8]([C:9](=[O:10])[O:11][CH2:12][CH3:13])[CH2:14][CH2:15][CH2:16][CH2:17][CH3:18])[cH:6][cH:7]1.[OH2:26]>>[NH:1]([c:2]1[cH:3][cH:4][c:5]([CH:8]([C:9](=[O:10])[O:11][CH2:12][CH3:13])[CH2:14][CH2:15][CH2:16][CH2:17][CH3:18])[cH:6][cH:7]1)[C:22]([CH:21]=[C:20]([CH3:19])[CH3:25])=[O:23]. The reactants are Cl (HCl), [Si](C)(C)(C(C)(C)C)OCCN(C(=O)C1=NC(=NC(=C1OCC1=CC=CC=C1)O)CC1(CCCC1)C1=CC=C(C=C1)Cl)CC1CC1 (5-benzyloxy-2-[1-(4-chlorophenyl)-cyclopentylmethyl]-6-hydroxypyrimidine-4-carboxylic acid [2-(tert-butyl-dimethylsilanyloxy)-ethyl]-cyclopropylmethyl-amide), C(C)(=O)OCC (ethyl acetate). The solvent is O1CCCC1 (tetrahydrofuran). Reaction conditions: time 1 hour. Product: C1(CC1)CN(C(=O)C1=NC(=NC(=C1OCC1=CC=CC=C1)O)CC1(CCCC1)C1=CC=C(C=C1)Cl)CCO (5-benzyloxy-2-[1-(4-chlorophenyl)-cyclopentylmethyl]-6-hydroxypyrimidine-4-carboxylic acid cyclopropylmethyl-(2-hydroxyethyl)-amide). The yield is 81.6%. As a reaction SMILES: [Si]([O:8][CH2:9][CH2:10][N:11]([CH2:42][CH:43]1[CH2:45][CH2:44]1)[C:12]([C:14]1[C:19]([O:20][CH2:21][C:22]2[CH:27]=[CH:26][CH:25]=[CH:24][CH:23]=2)=[C:18]([OH:28])[N:17]=[C:16]([CH2:29][C:30]2([C:35]3[CH:40]=[CH:39][C:38]([Cl:41])=[CH:37][CH:36]=3)[CH2:34][CH2:33][CH2:32][CH2:31]2)[N:15]=1)=[O:13])(C(C)(C)C)(C)C.Cl.C(OCC)(=O)C>O1CCCC1>[CH:43]1([CH2:42][N:11]([CH2:10][CH2:9][OH:8])[C:12]([C:14]2[C:19]([O:20][CH2:21][C:22]3[CH:27]=[CH:26][CH:25]=[CH:24][CH:23]=3)=[C:18]([OH:28])[N:17]=[C:16]([CH2:29][C:30]3([C:35]4[CH:40]=[CH:39][C:38]([Cl:41])=[CH:37][CH:36]=4)[CH2:34][CH2:33][CH2:32][CH2:31]3)[N:15]=2)=[O:13])[CH2:45][CH2:44]1. Reported procedure: To a stirred solution of 5-benzyloxy-2-[1-(4-chlorophenyl)-cyclopentylmethyl]-6-hydroxypyrimidine-4-carboxylic acid [2-(tert-butyl-dimethylsilanyloxy)-ethyl]-cyclopropylmethyl-amide (329) (580 mg, crude) in tetrahydrofuran (30 mL) was added 1N aq.HCl (6 mL) at room temperature and stirring was continued for 1 h (TLC; 100% ethyl acetate/UV/SiO2, Rf=0.2). Tetrahydrofuran was removed in vacuo and the crude mass was dissolved in ethyl acetate (50 mL) and washed with NaHCO3 solution (10 mL), water (2... Reactants: Cl (hydrochloric acid), C(C)(C)(C)OC(=O)N(CCC1=CC=C(C=C1)C1=CC(=C(C=C1)CC(=O)O)OC1CCCCC1)C[C@@H](C1=CC=CC=C1)O ([4′-[2-[(tert-butoxycarbonyl)[(2R)-2-hydroxy-2-phenylethyl]amino]ethyl]-3-(cyclohexyloxy)-4-biphenylyl]acetic acid), C(=O)(N1C=NC=C1)N1C=NC=C1 (1,1′-carbonyldiimidazole), CS(=O)(=O)N (methanesulfonamide), C1CCC2=NCCCN2CC1 (1,8-diazabicyclo[5.4.0]-7-undecene). Run in CN(C=O)C (N,N-dimethylformamide). Reaction conditions: time 1.5 hour. The product is C1(CCCCC1)OC=1C=C(C=CC1CC(=O)NS(=O)(=O)C)C1=CC=C(C=C1)CCN(C(OC(C)(C)C)=O)C[C@@H](C1=CC=CC=C1)O (tert-butyl [2-(3′-(cyclohexyloxy)-4′-[2-[(methylsulfonyl)amino]-2-oxoethyl]-4-biphenylyl]ethyl]-[(2R)-2-hydroxy-2-phenylethyl]carbamate). Isolated yield 23.6%. RXN SMILES: [C:1]([O:5][C:6]([N:8]([CH2:34][C@H:35]([OH:42])[C:36]1[CH:41]=[CH:40][CH:39]=[CH:38][CH:37]=1)[CH2:9][CH2:10][C:11]1[CH:16]=[CH:15][C:14]([C:17]2[CH:22]=[CH:21][C:20]([CH2:23][C:24](O)=[O:25])=[C:19]([O:27][CH:28]3[CH2:33][CH2:32][CH2:31][CH2:30][CH2:29]3)[CH:18]=2)=[CH:13][CH:12]=1)=[O:7])([CH3:4])([CH3:3])[CH3:2].C(N1C=CN=C1)(N1C=CN=C1)=O.[CH3:55][S:56]([NH2:59])(=[O:58])=[O:57].C1CCN2C(=NCCC2)CC1.Cl>CN(C)C=O>[CH:28]1([O:27][C:19]2[CH:18]=[C:17]([C:14]3[CH:15]=[CH:16][C:11]([CH2:10][CH2:9][N:8]([CH2:34][C@H:35]([OH:42])[C:36]4[CH:37]=[CH:38][CH:39]=[CH:40][CH:41]=4)[C:6](=[O:7])[O:5][C:1]([CH3:4])([CH3:3])[CH3:2])=[CH:12][CH:13]=3)[CH:22]=[CH:21][C:20]=2[CH2:23][C:24]([NH:59][S:56]([CH3:55])(=[O:58])=[O:57])=[O:25])[CH2:29][CH2:30][CH2:31][CH2:32][CH2:33]1. Reported procedure: To a solution of [4′-[2-[(tert-butoxycarbonyl)[(2R)-2-hydroxy-2-phenylethyl]amino]ethyl]-3-(cyclohexyloxy)-4-biphenylyl]acetic acid (228 mg) in N,N-dimethylformamide (2.5 ml) was added 1,1′-carbonyldiimidazole (77 mg) at room temperature under nitrogen, and the mixture was stirred at the same temperature for 1.5 hours. To this one were added methanesulfonamide (76 mg) and 1,8-diazabicyclo[5.4.0]-7-undecene (91 mg) at 5° C., and the mixture was stirred at the same temperature for 5 hours. The res... Reactants: 2-acetate, 5-acetate, 2,5-diacetate, C1[C@H]([C@@H]2[C@H](O1)[C@H](CO2)O)O (1,4:3,6-dianhydro-D-glucitol), 1,4:3,6-dianhydro-D-glucitol 5-acetate 2-nitrate, 1,4:3,6-dianhydro-D-glucitol 2-acetate 5-nitrate, C(C)(=O)OC(C)=O (acetic anhydride), [N+](=O)(O)[O-] (nitric acid). Conditions: time 1.25 hour. Product: CC(=O)O[C@@H]1CO[C@H]2[C@@H]1OC[C@@H]2OC(=O)C (1,4:3,6-dianhydro-D-glucitol 2,5-diacetate). RXN SMILES: [CH2:1]1[O:5][C@@H:4]2[C@@H:6](O)[CH2:7][O:8][C@@H:3]2[C@@H:2]1[OH:10].[C:11]([O:14][C:15](=[O:17])[CH3:16])(=O)[CH3:12].[N+]([O-])(O)=[O:19]>>[CH3:16][C:15]([O:14][C@H:11]1[C@H:1]2[O:5][CH2:4][C@H:3]([O:8][C:7]([CH3:6])=[O:19])[C@H:2]2[O:10][CH2:12]1)=[O:17]. Reported procedure: Either one of the above residues containing the mixture of the 2-acetate, 5-acetate and 2,5-diacetate of 1,4:3,6-dianhydro-D-glucitol is nitrated. The preferred nitration method is to add slowly the residue over a period of 0.1 to 5 hours to a solution at -5° to 25° C, preferably 0° to 5° C, of one to 20 molar equivalents, preferably three to five molar equivalents, of acetic anhydride and one to ten molar equivalents, preferably one to two molar equivalents, of nitric acid. After the addition i... Reactants: C1(=CC=CC=C1)[Mg]Br (phenyl magnesium bromide), Cl[Si]([Si](C)(C)Cl)(C)Cl (1,1,2-trichloro-1,2,2-trimethyl disilane). Reagents/catalysts: [Co](Cl)Cl (cobalt chloride). Run in C(C)OCC (diethyl ether), C(C)OCC (diethyl ether). Reaction conditions: time 3 hour. Product: Cl[Si]([Si](C)(C)Cl)(C1=CC=CC=C1)C (1,2-dichloro-1,2,2-trimethyl-1-phenyl disilane). Yield: 83.0%. As a reaction SMILES: [Cl:1][Si:2](Cl)([CH3:7])[Si:3]([Cl:6])([CH3:5])[CH3:4].[C:9]1([Mg]Br)[CH:14]=[CH:13][CH:12]=[CH:11][CH:10]=1>[Co](Cl)Cl.C(OCC)C>[Cl:1][Si:2]([CH3:7])([C:9]1[CH:14]=[CH:13][CH:12]=[CH:11][CH:10]=1)[Si:3]([Cl:6])([CH3:5])[CH3:4]. Procedure: 1,1,2-trichloro-1,2,2-trimethyl disilane 103.8 g (0.5 mole), cobalt chloride 6.5 g (0.05 mole) and diethyl ether 200 g were placed in the same type of reaction apparatus as used in the above Comparative Example, and a diethyl ether solution of phenyl magnesium bromide 90.5 g (0.5 mole) was dropwise added thereto for 3 hours while stirring at the reaction temperature of 25° to 30° C. After the dropwise addition, the stirring was continued for 2 hours at 25° to 30° C. to complete the reaction. In ... Reactants: [H-].[Na+] (sodium hydride), CC(C(=O)OCC)C(=O)OCC (diethyl α-methylmalonate), ClC1=C(C=CC(=C1)Cl)[N+](=O)[O-] (2,4-dichloro-nitrobenzene). The solvent is O (water), CN(P(=O)(N(C)C)N(C)C)C (hexamethylphosphoramide), CN(P(=O)(N(C)C)N(C)C)C (hexamethylphosphoramide). Run at time 7 hour. Yields the product CC(C(=O)OCC)(C(=O)OCC)C1=CC(=C(C=C1)[N+](=O)[O-])Cl (diethyl α-methyl-α-(3-chloro-4-nitrophenyl)-malonate). As a reaction SMILES: [H-].[Na+].[CH3:3][CH:4]([C:10]([O:12][CH2:13][CH3:14])=[O:11])[C:5]([O:7][CH2:8][CH3:9])=[O:6].[Cl:15][C:16]1[CH:21]=[C:20](Cl)[CH:19]=[CH:18][C:17]=1[N+:23]([O-:25])=[O:24]>CN(C)P(N(C)C)(N(C)C)=O.O>[CH3:3][C:4]([C:20]1[CH:19]=[CH:18][C:17]([N+:23]([O-:25])=[O:24])=[C:16]([Cl:15])[CH:21]=1)([C:5]([O:7][CH2:8][CH3:9])=[O:6])[C:10]([O:12][CH2:13][CH3:14])=[O:11] |f:0.1|. Procedure details: The starting material can also be prepared as follows: 4.8 g 50% sodium hydride in mineral oil are added to 100 ml hexamethylphosphoramide while stirring under nitrogen. Hereupon 17.1 g diethyl α-methylmalonate are added and the mixture slowly heated to 100°. The solution of 19.2 g 2,4-dichloro-nitrobenzene in 20 ml hexamethylphosphoramide is added dropwise during 1/2 hour and the temperature kept at 100° for seven hours. After cooling, the mixture is diluted with water, concentrated in vacuo, t... Reactants: ice, [Al+3].[Cl-].[Cl-].[Cl-] (AlCl3), BrC=1C=CC(=C(C1)CC(C(=O)Cl)C)C (3-(5-bromo-2-methylphenyl)-2-methylpropanoyl chloride). Run in ClCCl (dichloromethane), ClCCl (dichloromethane). Reaction conditions: time 8 hour. The product is BrC=1C=CC(=C2CC(C(C12)=O)C)C (7-bromo-2,4-dimethylindan-1-one). Yield: 99.8%. Reaction SMILES: [Al+3].[Cl-].[Cl-].[Cl-].[Br:5][C:6]1[CH:7]=[CH:8][C:9]([CH3:18])=[C:10]([CH2:12][CH:13]([CH3:17])[C:14](Cl)=[O:15])[CH:11]=1>ClCCl>[Br:5][C:6]1[CH:7]=[CH:8][C:9]([CH3:18])=[C:10]2[C:11]=1[C:14](=[O:15])[CH:13]([CH3:17])[CH2:12]2 |f:0.1.2.3|. Reported procedure: To a stirred suspension of 49.5 g (0.371 mol, 1.2 eq.) of AlCl3 in 300 ml of dichloromethane a solution of 85.3 g (0.310 mol) of 3-(5-bromo-2-methylphenyl)-2-methylpropanoyl chloride in 50 ml of dichloromethane was added dropwise. This mixture was stirred overnight at room temperature and then poured on 500 g of ice. The organic layer was separated, and the aqueous layer was additionally extracted with 3×75 ml of dichloromethane. The combined organic extract was washed by aqueous K2CO3, dried ov...